This data is from the Open Reaction Database (ORD), a public repository of structured organic reaction records. The task is: describe an organic reaction: reactants, conditions, products, and yield Starting materials: ClC=1C=C(C(=O)O)C=CC1O (3-chloro-4-hydroxybenzoic acid), C(CCCCC)O[C@@H](C(=O)Cl)C ((R)-2-n-hexyloxypropanoyl chloride). The product is ClC=1C=C(C(=O)O)C=CC1OC([C@@H](C)OCCCCCC)=O ((R)-3-chloro-4-(2-n-hexyloxypropanoyloxy)benzoic acid). Reaction SMILES: [Cl:1][C:2]1[CH:3]=[C:4]([CH:8]=[CH:9][C:10]=1[OH:11])[C:5]([OH:7])=[O:6].[CH2:12]([O:18][C@H:19]([CH3:23])[C:20](Cl)=[O:21])[CH2:13][CH2:14][CH2:15][CH2:16][CH3:17]>>[Cl:1][C:2]1[CH:3]=[C:4]([CH:8]=[CH:9][C:10]=1[O:11][C:20](=[O:21])[C@H:19]([O:18][CH2:12][CH2:13][CH2:14][CH2:15][CH2:16][CH3:17])[CH3:23])[C:5]([OH:7])=[O:6]. Procedure: Using 3-chloro-4-hydroxybenzoic acid 1/2 hydrate (3.76 g, 20.7 mmol) and (R)-2-n-hexyloxypropanoyl chloride (3.98 g, 20.7 mmol), the reaction was carried out in the same manner as described in Example 4, (1), to give the title compound as a pale yellow oil; yield: 2.60 g. Reactants: Cl.ClC1=CC(=NC=N1)N1NC=C(C1=O)N1N=NC=C1 (2-(6-Chloropyrimidin-4-yl)-4-(1H-1,2,3-triazol-1-yl)-1,2-dihydro-3H-pyrazol-3-one hydrochloride), Cl.FC1(CCNCC1)F (4,4-difluoropiperidine hydrochloride), C(C)N(C(C)C)C(C)C (N-ethyl-N-(propan-2-yl)propane-2-amine). Run in O1CCCC1 (tetrahydrofuran). Yields the product FC1(CCN(CC1)C1=CC(=NC=N1)N1NC=C(C1=O)N1N=NC=C1)F (2-[6-(4,4-Difluoropiperidin-1-yl)pyrimidin-4-yl]-4-(1H-1,2,3-triazol-1-yl)-1,2-dihydro-3H-pyrazol-3-one). Reaction SMILES: Cl.Cl[C:3]1[N:8]=[CH:7][N:6]=[C:5]([N:9]2[C:13](=[O:14])[C:12]([N:15]3[CH:19]=[CH:18][N:17]=[N:16]3)=[CH:11][NH:10]2)[CH:4]=1.Cl.[F:21][C:22]1([F:28])[CH2:27][CH2:26][NH:25][CH2:24][CH2:23]1.C(N(C(C)C)C(C)C)C>O1CCCC1>[F:21][C:22]1([F:28])[CH2:27][CH2:26][N:25]([C:3]2[N:8]=[CH:7][N:6]=[C:5]([N:9]3[C:13](=[O:14])[C:12]([N:15]4[CH:19]=[CH:18][N:17]=[N:16]4)=[CH:11][NH:10]3)[CH:4]=2)[CH2:24][CH2:23]1 |f:0.1,2.3|. Reported procedure: 250 mg (0.8 mmol) of the compound from Example 12A, 158 mg (1.0 mmol) of 4,4-difluoropiperidine hydrochloride and 435 μl (323 mg, 2.5 mmol) of N-ethyl-N-(propan-2-yl)propane-2-amine are initially charged in 5 ml of tetrahydrofuran and reacted in a single mode microwave (Emrys Optimizer) at 120° C. for 30 min. After pre-purification by preparative HPLC (RP18 column; mobile phase: acetonitrile/water gradient), the product is additionally purified by column chromatography on silica gel (mobile phas... Starting materials: BrCc1ccccc1, Cc1ccccc1, O=[N+]([O-])c1cnc(O)c(I)c1. Product: O=[N+]([O-])c1cnc(OCc2ccccc2)c(I)c1. As a reaction SMILES: [Br:19][CH2:20][c:21]1[cH:22][cH:23][cH:24][cH:25][cH:26]1.[CH3:12][c:13]1[cH:14][cH:15][cH:16][cH:17][cH:18]1.[I:1][c:2]1[c:3]([OH:11])[n:4][cH:5][c:6]([N+:8](=[O:9])[O-:10])[cH:7]1>>[I:1][c:2]1[c:3]([O:11][CH2:12][c:13]2[cH:14][cH:15][cH:16][cH:17][cH:18]2)[n:4][cH:5][c:6]([N+:8](=[O:9])[O-:10])[cH:7]1. The product is C(CC)[C@@H]1CC[C@H](CC1)C(C1=CC(=C(C=C1)F)F)OC(C1=CC(=C(C=C1)F)F)[C@@H]1CC[C@H](CC1)CCC (trans-4-propylcyclohexyl-3,4-difluorobenzyl ether). As a reaction SMILES: [H-].[Na+].[CH2:3]([C@H:6]1[CH2:11][CH2:10][C@H:9](O)[CH2:8][CH2:7]1)[CH2:4][CH3:5].[F:13][C:14]1[CH:15]=[C:16]([CH:19]=[CH:20][C:21]=1[F:22])[CH2:17]Br.O.CN([CH:27]=[O:28])C>>[CH2:3]([C@H:6]1[CH2:11][CH2:10][C@H:9]([CH:17]([O:28][CH:27]([C@H:9]2[CH2:10][CH2:11][C@H:6]([CH2:3][CH2:4][CH3:5])[CH2:7][CH2:8]2)[C:19]2[CH:16]=[CH:15][C:14]([F:13])=[C:21]([F:22])[CH:20]=2)[C:16]2[CH:19]=[CH:20][C:21]([F:22])=[C:14]([F:13])[CH:15]=2)[CH2:8][CH2:7]1)[CH2:4][CH3:5] |f:0.1|. The reactants are O (water), [H-].[Na+] (sodium hydride), CN(C)C=O (N,N'-dimethylformamide), C(CC)[C@@H]1CC[C@H](CC1)O (trans-4-propylcyclohexanol), FC=1C=C(CBr)C=CC1F (3,4-difluorobenzyl bromide), CN(C)C=O (N,N'-dimethylformamide). Procedure: 0.6 g of sodium hydride (60%) was added to 30 ml of anhydrous N,N'-dimethylformamide. While stirring sufficiently, to the solution was added a solution of 2.13 g of trans-4-propylcyclohexanol dissolved in 10 ml of anhydrous N,N'-dimethylformamide. This mixture was continued to stirring at 50° C. for one hour and then 3.1 g of 3,4-difluorobenzyl bromide was added thereto, and the reaction was carried out at the same temperature for 3 hours with stirring. After completion of the reaction, 100 ml o... Reaction conditions: time 3 hour. The reactants are C(C)OC(=O)C1C(C(OC(C1=O)(C)C)(C)COC)=O (2-methoxymethyl-2,6,6-trimethyl-3,5-dioxotetrahydropyran-4-carboxylic acid ethyl ester), S(O)(O)(=O)=O (sulfuric acid). Solvent: [Cl-].[Na+].O (brine), O1CCOCC1 (dioxane). Reaction conditions: temperature 110 celsius. The product is COCC1(OC(C(CC1=O)=O)(C)C)C (2-methoxymethyl-2,6,6-trimethylpyran-3,5-dione). Yield: 16.2%. RXN SMILES: C(OC([CH:6]1[C:11](=[O:12])[C:10]([CH3:14])([CH3:13])[O:9][C:8]([CH2:16][O:17][CH3:18])([CH3:15])[C:7]1=[O:19])=O)C.S(=O)(=O)(O)O>O1CCOCC1.[Cl-].[Na+].O>[CH3:18][O:17][CH2:16][C:8]1([CH3:15])[C:7](=[O:19])[CH2:6][C:11](=[O:12])[C:10]([CH3:14])([CH3:13])[O:9]1 |f:3.4.5|. Procedure details: To a solution of 2-methoxymethyl-2,6,6-trimethyl-3,5-dioxotetrahydropyran-4-carboxylic acid ethyl ester (2.11 g, 7.72 mmol) in dioxane (2.5 ml) is added 20% aqueous sulfuric acid (2.5 ml) and the mixture is heated at 110° C. for 2.5 hours. The mixture is cooled to room temperature, diluted with saturated brine and extracted with dichloromethane. The crude material is extracted into aqueous sodium hydroxide, the aqueous phase washed with dichloromethane, then acidified with concentrated hydrochlo... Starting materials: [Br-], CC(C)(C)c1cc(C(=O)CBr)cc(C(C)(C)C)c1O, C1CCOC1, CN([SiH](C)C)[Si](C)(C)C, [Li], NCc1ccccn1. The product is Br, CC(C)(C)c1cc(C(=O)CNCc2ccccn2)cc(C(C)(C)C)c1O. RXN SMILES: [Br-:38].[Br:19][CH2:20][C:21](=[O:22])[c:23]1[cH:24][c:25]([C:34]([CH3:35])([CH3:36])[CH3:37])[c:26]([OH:33])[c:27]([C:29]([CH3:30])([CH3:31])[CH3:32])[cH:28]1.[CH2:39]1[O:40][CH2:41][CH2:42][CH2:43]1.[CH3:9][SiH:10]([CH3:11])[N:12]([CH3:13])[Si:14]([CH3:15])([CH3:16])[CH3:17].[Li:18].[NH2:1][CH2:2][c:3]1[n:4][cH:5][cH:6][cH:7][cH:8]1>>[BrH:19].[NH:1]([CH2:2][c:3]1[n:4][cH:5][cH:6][cH:7][cH:8]1)[CH2:20][C:21](=[O:22])[c:23]1[cH:24][c:25]([C:34]([CH3:35])([CH3:36])[CH3:37])[c:26]([OH:33])[c:27]([C:29]([CH3:30])([CH3:31])[CH3:32])[cH:28]1. Reactants: C(C)(C)(C)OC(=O)N1CCC2=C(N(N=C2CC1)CC(F)(F)F)OS(=O)(=O)C(F)(F)F (2-(2,2,2-trifluoro-ethyl)-3-trifluoromethanesulfonyloxy-4,5,7,8-tetrahydro-2H-1,2,6-triaza-azulene-6-carboxylic acid tert-butyl ester), FC(C1=CC=C(C=C1)B(O)O)(F)F (4-trifluoromethylphenylboronic acid). Yields the product FC(CN1N=C2CCNCCC2=C1C1=CC=C(C=C1)C(F)(F)F)(F)F (2-(2,2,2-Trifluoro-ethyl)-3-(4-trifluoromethyl-phenyl)-2,4,5,6,7,8-hexahydro-1,2,6-triaza-azulene). Isolated yield 57.2%. RXN SMILES: C(OC([N:8]1[CH2:17][CH2:16][C:15]2[C:11](=[C:12](OS(C(F)(F)F)(=O)=O)[N:13]([CH2:18][C:19]([F:22])([F:21])[F:20])[N:14]=2)[CH2:10][CH2:9]1)=O)(C)(C)C.[F:31][C:32]([F:43])([F:42])[C:33]1[CH:38]=[CH:37][C:36](B(O)O)=[CH:35][CH:34]=1>>[F:22][C:19]([F:20])([F:21])[CH2:18][N:13]1[C:12]([C:36]2[CH:37]=[CH:38][C:33]([C:32]([F:43])([F:42])[F:31])=[CH:34][CH:35]=2)=[C:11]2[C:15]([CH2:16][CH2:17][NH:8][CH2:9][CH2:10]2)=[N:14]1. Reported procedure: The title compound (128 mg) was prepared as in Example 177, Steps C and D, using 288 mg of 2-(2,2,2-trifluoro-ethyl)-3-trifluoromethanesulfonyloxy-4,5,7,8-tetrahydro-2H-1,2,6-triaza-azulene-6-carboxylic acid tert-butyl ester (Example 187, Step A) and 468 mg of 4-trifluoromethylphenylboronic acid. MS (ESI): exact mass calculated for C16H15F6N3, 363.12. found, m/z 364.0 [M+H]+. 1H NMR (500 MHz, CDCl3): 7.93-7.83 (m, 2H), 7.62-7.54 (m, 2H), 4.75 (q, J=8.6 Hz, 2H), 3.47-3.39 (m, 2H), 3.38-3.27 (m, 2... Starting materials: O (water), ClC1=CC2=C(NC(O2)=O)C=C1C=1C(N(C(=CC1)C(F)(F)F)C)=O (3-(6-chlorobenzoxazolin-2-on-5-yl)-1-methyl-6-trifluoromethyl-2(1H)-pyridone), C(C#C)Br (propargyl bromide), [H-].[Na+] (sodium hydride). Run in CN(C)C=O (DMF). Conditions: time 0.5 hour. Yields the product ClC1=CC2=C(N(C(O2)=O)CC#C)C=C1C=1C(N(C(=CC1)C(F)(F)F)C)=O (3-[6-chloro-3-(2-propynyl)-benzoxazolin-2-on-5-yl]-1-methyl-6-trifluoromethyl-2(1H)-pyridone). The yield is 76.6%. Reaction SMILES: [Cl:1][C:2]1[C:11]([C:12]2[C:13](=[O:23])[N:14]([CH3:22])[C:15]([C:18]([F:21])([F:20])[F:19])=[CH:16][CH:17]=2)=[CH:10][C:5]2[NH:6][C:7](=[O:9])[O:8][C:4]=2[CH:3]=1.[H-].[Na+].[CH2:26](Br)[C:27]#[CH:28].O>CN(C=O)C>[Cl:1][C:2]1[C:11]([C:12]2[C:13](=[O:23])[N:14]([CH3:22])[C:15]([C:18]([F:19])([F:20])[F:21])=[CH:16][CH:17]=2)=[CH:10][C:5]2[N:6]([CH2:28][C:27]#[CH:26])[C:7](=[O:9])[O:8][C:4]=2[CH:3]=1 |f:1.2|. Reported procedure: 0.20 g (0.58 mmol) of 3-(6-chlorobenzoxazolin-2-on-5-yl)-1-methyl-6-trifluoromethyl-2(1H)-pyridone was dissolved in 10 ml of DMF, and 0.026 g (0.65 mmol) of 60% sodium hydride was added thereto at room temperature, followed by stirring for 0.5 hour. Further, 0.09 g (0.76 mmol) of propargyl bromide was added thereto, followed by stirring at room temperature for 2 hours. After completion of the reaction, the reaction solution was poured into water and extracted with ethyl acetate. The organic laye... Reactants: C(C)OC(=O)C=1NC(=NC1C)Br (2-bromo-5-methyl-3H-imidazole-4-carboxylic acid ethyl ester), BrCC(=O)NC1=C(C=C(C=C1C)C)C (2-bromo-N-(2,4,6-trimethyl-phenyl)-acetamide), CO (Methanol), C1(=NNCCCCCCCC1)C1=CCCCCCCCCC1 (diazabicycloundecene). Solvent: C1(=CC=CC=C1)C (toluene), CC(=O)C (acetone). Reaction conditions: time 24 hour. The product is C(C)OC(=O)C=1N(C(=NC1C)Br)CC(NC1=C(C=C(C=C1C)C)C)=O (2-Bromo-5-methyl-3-[(2,4,6-trimethyl-phenylcarbamoyl)-methyl]-3H-imidazole-4-carboxylic acid ethyl ester). As a reaction SMILES: [CH2:1]([O:3][C:4]([C:6]1[NH:7][C:8]([Br:12])=[N:9][C:10]=1[CH3:11])=[O:5])[CH3:2].Br[CH2:14][C:15]([NH:17][C:18]1[C:23]([CH3:24])=[CH:22][C:21]([CH3:25])=[CH:20][C:19]=1[CH3:26])=[O:16].C1(C2CCCCCCCCCC=2)CCCCCCCCNN=1.CO>C1(C)C=CC=CC=1.CC(C)=O>[CH2:1]([O:3][C:4]([C:6]1[N:7]([CH2:14][C:15](=[O:16])[NH:17][C:18]2[C:19]([CH3:26])=[CH:20][C:21]([CH3:25])=[CH:22][C:23]=2[CH3:24])[C:8]([Br:12])=[N:9][C:10]=1[CH3:11])=[O:5])[CH3:2]. Procedure details: To a solution of 2-bromo-5-methyl-3H-imidazole-4-carboxylic acid ethyl ester (1.00 g, 4.291 mmol) and 2-bromo-N-(2,4,6-trimethyl-phenyl)-acetamide (1.209 g, 4.720 mmol) in a mixture of toluene (16 mL) and acetone (8 mL) was added diazabicycloundecene (0.71 mL, 4.720 mmol). The resulting solution was stirred at room temperature for 24 h. Methanol (10 mL) was added to dissolve the precipitate formed, followed by the addition of silica gel (25 g). The solvent was removed under reduced pressure to d... Reactants: BrC=1C=CC(=C2C(N(CC12)C)=O)NC1=NC(=NC=C1C(F)(F)F)NC1=CC=C(CP(OCC)(OCC)=O)C=C1 (diethyl [4-({4-[(7-bromo-2-methyl-3-oxo-2,3-dihydro-1H-isoindol-4-yl)amino]-5-(trifluoromethyl)pyrimidin-2-yl}amino)benzyl]phosphonate), CC1(OB(OC1(C)C)C=1C=NN(C1)CCCO)C (3-[4-(4,4,5,5-tetramethyl-1,3,2-dioxaborolan-2-yl)-1H-pyrazol-1-yl]propan-1-ol). Product: OCCCN1N=CC(=C1)C=1C=CC(=C2C(N(CC12)C)=O)NC1=NC(=NC=C1C(F)(F)F)NC1=CC=C(CP(OCC)(OCC)=O)C=C1 (Diethyl (4-{[4-({7-[1-(3-hydroxypropyl)-1H-pyrazol-4-yl]-2-methyl-3-oxo-2,3-dihydro-1H-isoindol-4-yl}amino)-5-(trifluoromethyl)pyrimidin-2-yl]amino}benzyl)phosphonate). As a reaction SMILES: Br[C:2]1[CH:3]=[CH:4][C:5]([NH:13][C:14]2[C:19]([C:20]([F:23])([F:22])[F:21])=[CH:18][N:17]=[C:16]([NH:24][C:25]3[CH:39]=[CH:38][C:28]([CH2:29][P:30](=[O:37])([O:34][CH2:35][CH3:36])[O:31][CH2:32][CH3:33])=[CH:27][CH:26]=3)[N:15]=2)=[C:6]2[C:10]=1[CH2:9][N:8]([CH3:11])[C:7]2=[O:12].CC1(C)C(C)(C)OB([C:48]2[CH:49]=[N:50][N:51]([CH2:53][CH2:54][CH2:55][OH:56])[CH:52]=2)O1>>[OH:56][CH2:55][CH2:54][CH2:53][N:51]1[CH:52]=[C:48]([C:2]2[CH:3]=[CH:4][C:5]([NH:13][C:14]3[C:19]([C:20]([F:21])([F:22])[F:23])=[CH:18][N:17]=[C:16]([NH:24][C:25]4[CH:39]=[CH:38][C:28]([CH2:29][P:30](=[O:37])([O:34][CH2:35][CH3:36])[O:31][CH2:32][CH3:33])=[CH:27][CH:26]=4)[N:15]=3)=[C:6]3[C:10]=2[CH2:9][N:8]([CH3:11])[C:7]3=[O:12])[CH:49]=[N:50]1. Procedure details: The title compound was prepared according to the procedure for Example 97 using diethyl [4-({4-[(7-bromo-2-methyl-3-oxo-2,3-dihydro-1H-isoindol-4-yl)amino]-5-(trifluoromethyl)pyrimidin-2-yl}amino)benzyl]phosphonate and 3-[4-(4,4,5,5-tetramethyl-1,3,2-dioxaborolan-2-yl)-1H-pyrazol-1-yl]propan-1-ol (WO2008/001076). 1H NMR (400 MHz, DMSO-d6) δ ppm: 10.74 (br s, 1H), 9.93 (s, 1H), 8.47 (s, 1H), 8.40-9.11 (m, 1H), 8.24 (s, 1H), 7.96 (s, 1H), 7.77 (d, J=8.6 Hz, 1H), 7.46-7.62 (m, 2H), 7.30 (d, J=6.8 H...